This data is from the Open Reaction Database (ORD), a public repository of structured organic reaction records. The task is: describe an organic reaction: reactants, conditions, products, and yield The reactants are C(C)(=O)O[BH-](OC(C)=O)OC(C)=O.[Na+] (Sodium triacetoxyborohydride), ClC=1C=NC(=NC1)N1CCC(CC1)=O (1-(5-Chloropyrimidin-2-yl)piperidin-4-one), C(C)(=O)O (acetic acid), C1(CC1)N (cyclopropylamine). Solvent: ClCCl (dichloromethane). Run at time 17 hour. Yields the product ClC=1C=NC(=NC1)N1CCC(CC1)NC1CC1 (1-(5-Chloropyrimidin-2-yl)-N-cyclopropylpiperidin-4-amine). As a reaction SMILES: [Cl:1][C:2]1[CH:3]=[N:4][C:5]([N:8]2[CH2:13][CH2:12][C:11](=O)[CH2:10][CH2:9]2)=[N:6][CH:7]=1.[CH:15]1([NH2:18])[CH2:17][CH2:16]1.C(O)(=O)C.C(O[BH-](OC(=O)C)OC(=O)C)(=O)C.[Na+]>ClCCl>[Cl:1][C:2]1[CH:3]=[N:4][C:5]([N:8]2[CH2:13][CH2:12][CH:11]([NH:18][CH:15]3[CH2:17][CH2:16]3)[CH2:10][CH2:9]2)=[N:6][CH:7]=1 |f:3.4|. Procedure details: 1-(5-Chloropyrimidin-2-yl)piperidin-4-one (1.5 g) is dissolved in anhydrous dichloromethane (25 mL) and cyclopropylamine (0.42 g) is added followed by glacial acetic acid (0.80 mL). Sodium triacetoxyborohydride (1.8 g) is then added in one portion under nitrogen and the resulting mixture stirred at r.t. for 17 h. The mixture is diluted with dichloroemthane (25 mL) and extracted with 3 M HCl (75 mL and 50 mL). The combined HCI layers are cooled on ice and 4 M NaOH (100 mL) is added in portions un... Starting materials: BrC=1N=C2C(=NC1)NC=C2C(C(C)(C)C)=O (1-(2-bromo-5H-pyrrolo[2,3-b]pyrazin-7-yl)-2,2-dimethyl-propan-1-one), COC1=CC=C(C=C1)B(O)O (4-methoxyphenyl boronic acid), C([O-])([O-])=O.[K+].[K+] (potassium carbonate), Pd(dppf)Cl2CH2Cl2, O1CCOCC1 (dioxane). The solvent is O (water). Run at temperature 150 celsius, time 30 minute. The product is COC1=CC=C(C=C1)C=1N=C2C(=NC1)NC=C2C(C(C)(C)C)=O (1-[2-(4-methoxy-phenyl)-5H-pyrrolo[2,3-b]pyrazin-7-yl]-2,2-dimethyl-propan-1-one). The yield is 47.7%. RXN SMILES: Br[C:2]1[N:3]=[C:4]2[C:10]([C:11](=[O:16])[C:12]([CH3:15])([CH3:14])[CH3:13])=[CH:9][NH:8][C:5]2=[N:6][CH:7]=1.[CH3:17][O:18][C:19]1[CH:24]=[CH:23][C:22](B(O)O)=[CH:21][CH:20]=1.C(=O)([O-])[O-].[K+].[K+].O1CCOCC1>O>[CH3:17][O:18][C:19]1[CH:24]=[CH:23][C:22]([C:2]2[N:3]=[C:4]3[C:10]([C:11](=[O:16])[C:12]([CH3:15])([CH3:14])[CH3:13])=[CH:9][NH:8][C:5]3=[N:6][CH:7]=2)=[CH:21][CH:20]=1 |f:2.3.4|. Reported procedure: A mixture of 1-(2-bromo-5H-pyrrolo[2,3-b]pyrazin-7-yl)-2,2-dimethyl-propan-1-one (60 mg, 0.21 mmol), 4-methoxyphenyl boronic acid (33 mg, 0.22 mmol), potassium carbonate (69 mg, 0.5 mmol), Pd(dppf)Cl2CH2Cl2 (13 mg, 0.016 mmol), 1.7 mL dioxane and 0.4 mL water was stirred at 150° C. in a microwave for 30 min. The resulting mixture was partitioned between ethyl acetate and water. The combined organic layers were dried over Na2SO4 and concentrated to give a dark brown solid. The crude product was p... The reactants are C(C)(C)(C)OC(=O)NC1=C(N=C(S1)C1=C(C=CC=C1F)F)C(=O)NC=1C(=C2C(=NC1)C(CC2)O)N2C[C@H]([C@@H]([C@H](C2)C)O)NC(OC(C)(C)C)=O (tert-butyl {(3R,4R,5S)-1-[3-({[5-[(tert-butoxycarbonyl)amino]-2-(2,6-difluorophenyl)-1,3-thiazol-4-yl]carbonyl}amino)-7-hydroxy-6,7-dihydro-5H-cyclopenta[b]pyridin-4-yl]-4-hydroxy-5-methylpiperidin-3-yl}carbamate), C(=O)(C(F)(F)F)O (TFA). Solvent: C(Cl)Cl (DCM). Run at time 1 hour. Product: NC1=C(N=C(S1)C1=C(C=CC=C1F)F)C(=O)NC=1C(=C2C(=NC1)C(CC2)O)N2C[C@H]([C@@H]([C@H](C2)C)O)N (5-Amino-N-{4-[(3R,4R,5S)-3-amino-4-hydroxy-5-methylpiperidin-1-yl]-7-hydroxy-6,7-dihydro-5H-cyclopenta[b]pyridin-3-yl}-2-(2,6-difluorophenyl)-1,3-thiazole-4-carboxamide). As a reaction SMILES: C(OC([NH:8][C:9]1[S:13][C:12]([C:14]2[C:19]([F:20])=[CH:18][CH:17]=[CH:16][C:15]=2[F:21])=[N:11][C:10]=1[C:22]([NH:24][C:25]1[C:26]([N:35]2[CH2:40][C@H:39]([CH3:41])[C@@H:38]([OH:42])[C@H:37]([NH:43]C(=O)OC(C)(C)C)[CH2:36]2)=[C:27]2[CH2:33][CH2:32][CH:31]([OH:34])[C:28]2=[N:29][CH:30]=1)=[O:23])=O)(C)(C)C.C(O)(C(F)(F)F)=O>C(Cl)Cl>[NH2:8][C:9]1[S:13][C:12]([C:14]2[C:19]([F:20])=[CH:18][CH:17]=[CH:16][C:15]=2[F:21])=[N:11][C:10]=1[C:22]([NH:24][C:25]1[C:26]([N:35]2[CH2:40][C@H:39]([CH3:41])[C@@H:38]([OH:42])[C@H:37]([NH2:43])[CH2:36]2)=[C:27]2[CH2:33][CH2:32][CH:31]([OH:34])[C:28]2=[N:29][CH:30]=1)=[O:23]. Reported procedure: A mixture of tert-butyl {(3R,4R,5S)-1-[3-({[5-[(tert-butoxycarbonyl)amino]-2-(2,6-difluorophenyl)-1,3-thiazol-4-yl]carbonyl}amino)-7-hydroxy-6,7-dihydro-5H-cyclopenta[b]pyridin-4-yl]-4-hydroxy-5-methylpiperidin-3-yl}carbamate (7.0 mg, 0.01 mmol) and 4.0 M TFA in DCM (2.0 mL) was stirred at room temperature for 1 h. After removal of the solvent under reduced pressure, the residue was diluted with MeOH, filtered and purified by preparative LC-MS (XBridge™ preparative C18 5 μm OBD™ column, 30×10 mm...